This data is from the Open Reaction Database (ORD), a public repository of structured organic reaction records. The task is: describe an organic reaction: reactants, conditions, products, and yield Starting materials: COC=1C(=C(C=CC1)C=1OC2=C(C(C1)=O)C=CC=C2)[N+](=O)[O-] (2-(3-Methoxy-2-nitrophenyl)-4-oxo-4H-[1]benzopyran). The reagents and catalysts are [Ni] (RaNi). Solvent: CO (methanol), C1CCOC1 (THF). The product is NC1=C(C=CC=C1OC)C=1OC2=C(C(C1)=O)C=CC=C2 (2-(2-amino-3-methoxyphenyl)-4-oxo-4H-[1]benzopyran). The yield is 58.1%. As a reaction SMILES: [CH3:1][O:2][C:3]1[C:4]([N+:20]([O-])=O)=[C:5]([C:9]2[O:10][C:11]3[CH:19]=[CH:18][CH:17]=[CH:16][C:12]=3[C:13](=[O:15])[CH:14]=2)[CH:6]=[CH:7][CH:8]=1>CO.C1COCC1.[Ni]>[NH2:20][C:4]1[C:3]([O:2][CH3:1])=[CH:8][CH:7]=[CH:6][C:5]=1[C:9]1[O:10][C:11]2[CH:19]=[CH:18][CH:17]=[CH:16][C:12]=2[C:13](=[O:15])[CH:14]=1. Procedure details: 2-(3-Methoxy-2-nitrophenyl)-4-oxo-4H-[1]benzopyran (1.73 g, 5.8 mmol) in methanol (50 mL) and THF (50 mL) is hydrogenated under pressure with RaNi (0.5 g). The solution is concentrated under reduced pressure and recrystallized from toluene to yield 2-(2-amino-3-methoxyphenyl)-4-oxo-4H-[1]benzopyran (900 mg, 58%) as a solid. 1H NMR (DMSO): δ8.07 (1H, d, J=8.0 Hz), 7.83 (1H, t, J=6.9 Hz), 7.70 (1H, d, J=7.7 Hz), 7.51 (1H, t, J=7.0 Hz), 7.09 (1H, d, J=8.0 Hz), 7.00 (1H, d, J=7.0 Hz), 6.71 (1H, t, J... The reactants are O=C([O-])O, CCN(C(C)C)C(C)C, CCOC(OCC)OCC, ClCCl, [Na+], CC(C)(C)OC(=O)N1CCC2(CC1)CC(=O)c1ccccc1O2. The product is CCOC(OCC)C1C(=O)c2ccccc2OC12CCN(C(=O)OC(C)(C)C)CC2. Reaction SMILES: [C:43](=[O:44])([OH:45])[O-:46].[CH2:34]([N:35]([CH:36]([CH3:37])[CH3:38])[CH:39]([CH3:40])[CH3:41])[CH3:42].[CH:1]([O:2][CH2:3][CH3:4])([O:5][CH2:6][CH3:7])[O:8][CH2:9][CH3:10].[Cl:48][CH2:49][Cl:50].[Na+:47].[O:11]=[C:12]1[CH2:13][C:14]2([O:15][c:16]3[cH:17][cH:18][cH:19][cH:20][c:21]31)[CH2:22][CH2:23][N:24]([C:27](=[O:28])[O:29][C:30]([CH3:31])([CH3:32])[CH3:33])[CH2:25][CH2:26]2>>[CH:1]([O:5][CH2:6][CH3:7])([O:8][CH2:9][CH3:10])[CH:13]1[C:12](=[O:11])[c:21]2[c:16]([cH:17][cH:18][cH:19][cH:20]2)[O:15][C:14]12[CH2:22][CH2:23][N:24]([C:27](=[O:28])[O:29][C:30]([CH3:31])([CH3:32])[CH3:33])[CH2:25][CH2:26]2.